Dataset: the Open Reaction Database (ORD), a public repository of structured organic reaction records. Task: describe an organic reaction: reactants, conditions, products, and yield Reactants: O[C@H]1[C@@H](O[C@@]2(OC(O[C@@H]21)(C)C)C(=O)OC)CNC(=O)C2CCC(CC2)CNC(CNC(CN2CCN(CCN(CCN(CC2)CC(OC(C)(C)C)=O)CC(OC(C)(C)C)=O)CC(=O)OC(C)(C)C)=O)=O (methyl (3aS,5S,6S,6aR)-6-hydroxy-2,2-dimethyl-5-({[(4-{[(N-{[4,7,10-tris(2-tert-butoxy-2-oxoethyl)-1,4,7,10-tetraazacyclododecan-1-yl]acetyl} glycyl)amino]methyl}cyclohexyl)carbonyl]amino}methyl)dihydrofuro[2,3-d][1,3]dioxole-3a(5H)-carboxylate), O[Li].O (LiOH.H2O), O[Li].O (LiOH.H2O). Run in CO (MeOH). Reaction conditions: time 4 hour. Product: O[C@H]1[C@@H](O[C@@]2(OC(O[C@@H]21)(C)C)C(=O)O)CNC(=O)C2CCC(CC2)CNC(CNC(CN2CCN(CCN(CCN(CC2)CC(OC(C)(C)C)=O)CC(OC(C)(C)C)=O)CC(=O)OC(C)(C)C)=O)=O ((3aS,5S,6S,6aR)-6-hydroxy-2,2-dimethyl-5-({[(4-{[(N-{[4,7,10-tris(2-tert-butoxy-2-oxoethyl)-1,4,7,10-tetraazacyclododecan-1-yl]acetyl}glycyl)amino]methyl}cyclohexyl)carbonyl]amino}methyl)dihydrofuro[2,3-d][1,3]dioxole-3a(5H)-carboxylic acid). Isolated yield 98.2%. Reaction SMILES: [OH:1][C@@H:2]1[C@@H:9]2[C@@:5]([C:12]([O:14]C)=[O:13])([O:6][C:7]([CH3:11])([CH3:10])[O:8]2)[O:4][C@H:3]1[CH2:16][NH:17][C:18]([CH:20]1[CH2:25][CH2:24][CH:23]([CH2:26][NH:27][C:28](=[O:70])[CH2:29][NH:30][C:31](=[O:69])[CH2:32][N:33]2[CH2:44][CH2:43][N:42]([CH2:45][C:46](=[O:52])[O:47][C:48]([CH3:51])([CH3:50])[CH3:49])[CH2:41][CH2:40][N:39]([CH2:53][C:54](=[O:60])[O:55][C:56]([CH3:59])([CH3:58])[CH3:57])[CH2:38][CH2:37][N:36]([CH2:61][C:62]([O:64][C:65]([CH3:68])([CH3:67])[CH3:66])=[O:63])[CH2:35][CH2:34]2)[CH2:22][CH2:21]1)=[O:19].O[Li].O>CO>[OH:1][C@@H:2]1[C@@H:9]2[C@@:5]([C:12]([OH:14])=[O:13])([O:6][C:7]([CH3:11])([CH3:10])[O:8]2)[O:4][C@H:3]1[CH2:16][NH:17][C:18]([CH:20]1[CH2:21][CH2:22][CH:23]([CH2:26][NH:27][C:28](=[O:70])[CH2:29][NH:30][C:31](=[O:69])[CH2:32][N:33]2[CH2:34][CH2:35][N:36]([CH2:61][C:62](=[O:63])[O:64][C:65]([CH3:66])([CH3:67])[CH3:68])[CH2:37][CH2:38][N:39]([CH2:53][C:54](=[O:60])[O:55][C:56]([CH3:57])([CH3:58])[CH3:59])[CH2:40][CH2:41][N:42]([CH2:45][C:46]([O:47][C:48]([CH3:51])([CH3:50])[CH3:49])=[O:52])[CH2:43][CH2:44]2)[CH2:24][CH2:25]1)=[O:19] |f:1.2|. Reported procedure: To a solution of 19b (1.5 g, 1.5 mmol) in MeOH (4 mL) was added a solution of LiOH.H2O (63 mg, 1.5 mmol, Aldrich). The resulting solution was stirred at room temperature for 4 h. 30 mg of LiOH.H2O was added and it was stirred at RT for 20 more hours. Solvents were evaporated to obtain crude product 20b (1.45 g; crude yield 99%). The material was used without further purification. Reactants: Cc1ccccc1, O=C(O)c1cc(Cl)cc(Cl)c1Cl, O=S(Cl)Cl. Yields the product O=C(Cl)c1cc(Cl)cc(Cl)c1Cl. As a reaction SMILES: [CH3:17][c:18]1[cH:19][cH:20][cH:21][cH:22][cH:23]1.[Cl:1][c:2]1[c:3]([C:4](=[O:5])[OH:6])[cH:7][c:8]([Cl:12])[cH:9][c:10]1[Cl:11].[S:13]([Cl:14])([Cl:15])=[O:16]>>[Cl:1][c:2]1[c:3]([C:4](=[O:5])[Cl:15])[cH:7][c:8]([Cl:12])[cH:9][c:10]1[Cl:11].